This data is from the Open Reaction Database (ORD), a public repository of structured organic reaction records. The task is: describe an organic reaction: reactants, conditions, products, and yield Starting materials: C=CCCBr, O=C1NC(=O)c2ccccc21, [K], CN(C)C=O. Yields the product C=CCCN1C(=O)c2ccccc2C1=O. RXN SMILES: [Br:1][CH2:2][CH2:3][CH:4]=[CH2:5].[C:6]1(=[O:16])[c:7]2[c:8]([cH:12][cH:13][cH:14][cH:15]2)[C:9](=[O:11])[NH:10]1.[K:17].[O:18]=[CH:19][N:20]([CH3:21])[CH3:22]>>[CH2:2]([CH2:3][CH:4]=[CH2:5])[N:10]1[C:6](=[O:16])[c:7]2[c:8]([cH:12][cH:13][cH:14][cH:15]2)[C:9]1=[O:11]. The reactants are c1c(cn(C)n1)N, c12c(CN(C2(C)C)C(OC(C)(C)C)=O)c(nn1C(OC(C)(C)C)=O)Br. The reagents and catalysts are c1ccc(cc1)-c2c3ccccc3cc4ccccc24 (9-Phenylanthracene), CC(C)(C)N=P(N=P(N(C)C)(N(C)C)N(C)C)(N=P(N(C)C)(N(C)C)N(C)C)N=P(N(C)C)(N(C)C)N(C)C (P4-t-Bu), c1(cc(cc(c1c1c(ccc(c1P(C1CCCCC1)C1CCCCC1)OC)OC)C(C)C)C(C)C)C(C)C.c1(c(cccc1)[Pd]Cl)CCN (BrettPhos Palladacycle). Run in CCC(C)(C)O (t-AmOH). Reaction conditions: temperature 90 celsius, time 18 hour. The product is Cn1cc(Nc2nn(C(=O)OC(C)(C)C)c3c2CN(C(=O)OC(C)(C)C)C3(C)C)cn1. As a reaction SMILES: [CH3:1][C:2]([O:5][C:6]([N:8]1[C:22]([CH3:24])([CH3:23])[c:21]([c:10]2[CH2:9]1)[n:13]([C:14]([O:16][C:17]([CH3:20])([CH3:19])[CH3:18])=[O:15])[n:12][c:11]2Br)=[O:7])([CH3:4])[CH3:3].[CH3:25][n:26]1[n:31][cH:30][c:28]([NH2:29])[cH:27]1>>[CH3:25][n:26]1[n:31][cH:30][c:28]([NH:29][c:11]2[c:10]3[c:21]([C:22]([CH3:24])([CH3:23])[N:8]([C:6]([O:5][C:2]([CH3:4])([CH3:3])[CH3:1])=[O:7])[CH2:9]3)[n:13]([C:14]([O:16][C:17]([CH3:20])([CH3:19])[CH3:18])=[O:15])[n:12]2)[cH:27]1. The reactants are C(C)C=1SC2=C(N1)C(C1=C(C=C2)C=C(C=C1)C)O ((±)-2-Ethyl-7-methyl-4H-benzo[5,6]cyclohepta[1,2-d]thiazol-4-ol), N1C(=O)NC(=O)C=C1 (uracil). Solvent: C(C)(=O)O (acetic acid), C(C)(=O)O (acetic acid). Product: C(C)C=1SC2=C(N1)C(C1=C(C=C2)C=C(C=C1)C)C=1C(NC(NC1)=O)=O ((±)-5-(2-Ethyl-7-methyl-4H-benzo[5,6]cyclohepta[1,2-d]thiazol-4-yl)-2,4(1H,3H)-pyrimidinedione). As a reaction SMILES: [CH2:1]([C:3]1[S:4][C:5]2[CH:12]=[CH:11][C:10]3[CH:13]=[C:14]([CH3:17])[CH:15]=[CH:16][C:9]=3[CH:8](O)[C:6]=2[N:7]=1)[CH3:2].[NH:19]1[CH:26]=[CH:25][C:23](=[O:24])[NH:22][C:20]1=[O:21]>C(O)(=O)C>[CH2:1]([C:3]1[S:4][C:5]2[CH:12]=[CH:11][C:10]3[CH:13]=[C:14]([CH3:17])[CH:15]=[CH:16][C:9]=3[CH:8]([C:25]3[C:23](=[O:24])[NH:22][C:20](=[O:21])[NH:19][CH:26]=3)[C:6]=2[N:7]=1)[CH3:2]. Reported procedure: A solution of the product from step (iii) (785 mg) in acetic acid (5 ml) was added to a suspension of uracil (0.673 g) in acetic acid (25 ml) at 90° C. over 3 min. After 1.5 h the solvent was removed under reduced pressure and the residue partitioned between ethyl acetate and water. The organic phase was washed with water, dried (MgSO4) and evaporated under reduced pressure. Purification was by chromatography eluting with ethyl acetate. Reactants: CC(=O)OC1CC(C)(C)C=CC1=O, O=C([O-])[O-], CCCCOCN(Cc1ccccc1)C[Si](C)(C)C, ClCCl, [K+], [K+], O=C(O)C(F)(F)F. Yields the product CC(=O)OC1CC(C)(C)C2CN(Cc3ccccc3)CC2C1=O. Reaction SMILES: [C:1]([CH3:2])(=[O:3])[O:4][CH:5]1[CH2:6][C:7]([CH3:12])([CH3:13])[CH:8]=[CH:9][C:10]1=[O:11].[C:40](=[O:41])([O-:42])[O-:43].[CH2:21]([O:22][CH2:26][N:27]([CH2:28][Si:23]([CH3:24])([CH3:25])[CH3:29])[CH2:33][c:34]1[cH:35][cH:36][cH:37][cH:38][cH:39]1)[CH2:30][CH2:31][CH3:32].[Cl:46][CH2:47][Cl:48].[K+:44].[K+:45].[OH:14][C:15]([C:16]([F:17])([F:18])[F:19])=[O:20]>>[C:1]([CH3:2])(=[O:3])[O:4][CH:5]1[CH2:6][C:7]([CH3:12])([CH3:13])[CH:8]2[CH:9]([C:10]1=[O:11])[CH2:26][N:27]([CH2:33][c:34]1[cH:35][cH:36][cH:37][cH:38][cH:39]1)[CH2:28]2. The reactants are CS(=O)(=O)O, CC(C)[N-]C(C)C, [Li+], NC(CC1CCOC1)c1cccnc1, OC1CCOCC1. The product is NC(c1cccnc1)C1CCOCC1. As a reaction SMILES: [CH3:15][S:16]([OH:17])(=[O:18])=[O:19].[CH3:28][CH:29]([N-:30][CH:31]([CH3:32])[CH3:33])[CH3:34].[Li+:27].[NH2:1][CH:2]([CH2:3][CH:4]1[CH2:5][O:6][CH2:7][CH2:8]1)[c:9]1[cH:10][n:11][cH:12][cH:13][cH:14]1.[O:20]1[CH2:21][CH2:22][CH:23]([OH:24])[CH2:25][CH2:26]1>>[NH2:1][CH:2]([CH:3]1[CH2:4][CH2:5][O:6][CH2:7][CH2:8]1)[c:9]1[cH:10][n:11][cH:12][cH:13][cH:14]1. Reactants: CCOC(Cc1ccc(OCCn2c(=O)sc3cc(C(=O)c4ccccc4)ccc32)cc1)C(=O)OC, CC(C)(C)ON. Product: CCOC(Cc1ccc(OCCn2c(=O)sc3cc(C(=NOC(C)(C)C)c4ccccc4)ccc32)cc1)C(=O)OC. Reaction SMILES: [C:1]([c:2]1[cH:3][cH:4][cH:5][cH:6][cH:7]1)(=[O:8])[c:9]1[cH:10][c:11]2[c:12]([n:13]([CH2:17][CH2:18][O:19][c:20]3[cH:21][cH:22][c:23]([CH2:26][CH:27]([C:28](=[O:29])[O:30][CH3:31])[O:32][CH2:33][CH3:34])[cH:24][cH:25]3)[c:14](=[O:16])[s:15]2)[cH:35][cH:36]1.[C:37]([CH3:38])([CH3:39])([CH3:40])[O:41][NH2:42]>>[C:1]([c:2]1[cH:3][cH:4][cH:5][cH:6][cH:7]1)([c:9]1[cH:10][c:11]2[c:12]([n:13]([CH2:17][CH2:18][O:19][c:20]3[cH:21][cH:22][c:23]([CH2:26][CH:27]([C:28](=[O:29])[O:30][CH3:31])[O:32][CH2:33][CH3:34])[cH:24][cH:25]3)[c:14](=[O:16])[s:15]2)[cH:35][cH:36]1)=[N:42][O:41][C:37]([CH3:38])([CH3:39])[CH3:40].